From a dataset of the Open Reaction Database (ORD), a public repository of structured organic reaction records. describe an organic reaction: reactants, conditions, products, and yield Starting materials: NCCN1C(CCCC1)CC (1-(2-aminoethyl)-2-ethylpiperidine), CN=C=S (methyl isothiocyanate). The product is CNC(=S)NCCN1C(CCCC1)CC (N-Methyl-N'-[2-(2-ethylpiperidino)-ethyl]-thiourea). RXN SMILES: [NH2:1][CH2:2][CH2:3][N:4]1[CH2:9][CH2:8][CH2:7][CH2:6][CH:5]1[CH2:10][CH3:11].[CH3:12][N:13]=[C:14]=[S:15]>>[CH3:12][NH:13][C:14]([NH:1][CH2:2][CH2:3][N:4]1[CH2:9][CH2:8][CH2:7][CH2:6][CH:5]1[CH2:10][CH3:11])=[S:15]. Procedure: By the general method described in Example 1, 1-(2-aminoethyl)-2-ethylpiperidine is reacted with methyl isothiocyanate to give the title compound. Starting materials: C(C#C)(=O)O (propiolic acid), C(#N)CCO (2-cyanoethanol), solution, C1(CCCCC1)N=C=NC1CCCCC1 (dicyclohexylcarbodiimide). The reagents and catalysts are CN(C1=CC=NC=C1)C (4-dimethylaminopyridine). The solvent is CCOCC (ether), CCOCC (ether). Run at temperature -20 celsius, time 8 hour. Product: C(C#C)(=O)OCCC#N ((2-cyanoethyl) propiolate). RXN SMILES: [C:1]([OH:5])(=[O:4])[C:2]#[CH:3].[C:6]([CH2:8][CH2:9]O)#[N:7].C1(N=C=NC2CCCCC2)CCCCC1>CCOCC.CN(C)C1C=CN=CC=1>[C:1]([O:5][CH2:9][CH2:8][C:6]#[N:7])(=[O:4])[C:2]#[CH:3]. Procedure details: 2.71 mg (44 mmol) of propiolic acid and 2.73 ml (40 mmol) of 2-cyanoethanol were dissolved in 20 ml of dry ether. The obtained solution was cooled to −20° C. 100 ml of a solution of 9.27 g (45 mmol) of dicyclohexylcarbodiimide and 0.36 g (30 mmol) of 4-dimethylaminopyridine in dry ether was dropped into the solution. The temperature of the obtained mixture was elevated to room temperature. After stirring overnight, the insoluble matter was filtered out. The filtrate was washed with 2 N hydrochlo... The reactants are C(CCC)OC(=O)C=1N=C(C2=CC(=CC=C2C1O)OC1=CC=CC=C1)C (4-Hydroxy-1-methyl-7-phenoxy-isoquinoline-3-carboxylic acid butyl ester), N[C@@H](C)C(=O)O ((S)-alanine), solution, CO[Na] (MeONa), CO (MeOH). Conditions: temperature 120 celsius, time 20 minute. Product: OC1=C(N=C(C2=CC(=CC=C12)OC1=CC=CC=C1)C)C(=O)N[C@H](C(=O)O)C (2-(S)-[(4-Hydroxy-1-methyl-7-phenoxy-isoquinoline-3-carbonyl)-amino]-propionic acid). Yield: 59.0%. Reaction SMILES: C(O[C:6]([C:8]1[N:9]=[C:10]([CH3:26])[C:11]2[C:16]([C:17]=1[OH:18])=[CH:15][CH:14]=[C:13]([O:19][C:20]1[CH:25]=[CH:24][CH:23]=[CH:22][CH:21]=1)[CH:12]=2)=[O:7])CCC.[NH2:27][C@H:28]([C:30]([OH:32])=[O:31])[CH3:29].CO[Na].CO>>[OH:18][C:17]1[C:16]2[C:11](=[CH:12][C:13]([O:19][C:20]3[CH:21]=[CH:22][CH:23]=[CH:24][CH:25]=3)=[CH:14][CH:15]=2)[C:10]([CH3:26])=[N:9][C:8]=1[C:6]([NH:27][C@@H:28]([CH3:29])[C:30]([OH:32])=[O:31])=[O:7]. Procedure: A mixture of 4-Hydroxy-1-methyl-7-phenoxy-isoquinoline-3-carboxylic acid butyl ester (176 mg, 0.5 mmol), (S)-alanine (225 mg, 2.5 mmol) and a 0.5 N solution of MeONa in MeOH (5 ml, 2.5 mmol) was heated in a microwave oven with stirring for 20 min at 120° C. before the mixture was concentrated in vacuo. To the residue was added water (15 ml) and the mixture was washed with Et2O (3×30 ml). The so purified aq. solution was acidified by the addition of 6 N HCl and extracted with EtOAc (1×30 ml). The... Reactants: O (water), FC(OC1=C(C=C(C=C1)C=1OC=C(N1)CCC(=O)C1=NC=CC=C1C)O)F (3-[2-(4-difluoromethoxy-3-hydroxyphenyl)oxazol-4-yl]-1-(3-methylpyridin-2-yl)propan-1-one), N12CCCCCC2=NCCC1 (1,8-diazabicyclo[5,4,0]undec-7-ene), BrCCC=C (4-bromo-1-butene). Run in C(C)(=O)OCC (ethyl acetate), C(C)O (ethanol). Run at time 8 hour. The product is C(CC=C)OC=1C=C(C=CC1OC(F)F)C=1OC=C(N1)CCC(=O)C1=NC=CC=C1C (3-[2-(3-but-3-enyloxy-4-difluoromethoxyphenyl)-oxazol-4-yl]-1-(3-methylpyridin-2-yl)propan-1-one). As a reaction SMILES: [F:1][CH:2]([F:27])[O:3][C:4]1[CH:9]=[CH:8][C:7]([C:10]2[O:11][CH:12]=[C:13]([CH2:15][CH2:16][C:17]([C:19]3[C:24]([CH3:25])=[CH:23][CH:22]=[CH:21][N:20]=3)=[O:18])[N:14]=2)=[CH:6][C:5]=1[OH:26].N12CCCN=C1C[CH2:32][CH2:31][CH2:30][CH2:29]2.BrCCC=C.O>C(O)C.C(OCC)(=O)C>[CH2:32]([O:26][C:5]1[CH:6]=[C:7]([C:10]2[O:11][CH:12]=[C:13]([CH2:15][CH2:16][C:17]([C:19]3[C:24]([CH3:25])=[CH:23][CH:22]=[CH:21][N:20]=3)=[O:18])[N:14]=2)[CH:8]=[CH:9][C:4]=1[O:3][CH:2]([F:1])[F:27])[CH2:31][CH:30]=[CH2:29]. Reported procedure: An 80 mg quantity of the compound obtained in Example 327 and 0.09 ml of 1,8-diazabicyclo[5,4,0]undec-7-ene were dissolved in 2 ml of ethanol, and 80 mg of 4-bromo-1-butene was then added to the obtained solution, and heating and refluxing were conducted overnight. After cooling, water was added to the obtained reaction mixture, and ethyl acetate extraction was performed. The organic layer was washed twice with water, concentrated under reduced pressure, and the obtained residue was purified by ... Starting materials: ClC=1OC=C(N1)C1=CC(=C(C=C1)SC1=C(C=CC=C1)C(C)C)C(F)(F)F (2-chloro-4-(4-(2-isopropyl-phenylsulfanyl)-3-trifluoromethyl-phenyl)-oxazole), C(C)(=O)N1CCNCC1 (1-acetyl piperazine), C1(=CC=CC=C1)C (toluene). The product is C(C)(C)C1=C(C=CC=C1)SC1=C(C=C(C=C1)C=1N=C(OC1)N1CCCCC1)C(F)(F)F (1-(4-(4-(2-Isopropyl-phenylsulfanyl)-3-trifluoromethyl-phenyl)-oxazol-2-yl)piperidine). As a reaction SMILES: Cl[C:2]1[O:3][CH:4]=[C:5]([C:7]2[CH:12]=[CH:11][C:10]([S:13][C:14]3[CH:19]=[CH:18][CH:17]=[CH:16][C:15]=3[CH:20]([CH3:22])[CH3:21])=[C:9]([C:23]([F:26])([F:25])[F:24])[CH:8]=2)[N:6]=1.C(N1[CH2:35][CH2:34][NH:33][CH2:32][CH2:31]1)(=O)C.[C:36]1(C)C=CC=CC=1>>[CH:20]([C:15]1[CH:16]=[CH:17][CH:18]=[CH:19][C:14]=1[S:13][C:10]1[CH:11]=[CH:12][C:7]([C:5]2[N:6]=[C:2]([N:33]3[CH2:32][CH2:31][CH2:36][CH2:35][CH2:34]3)[O:3][CH:4]=2)=[CH:8][C:9]=1[C:23]([F:26])([F:25])[F:24])([CH3:22])[CH3:21]. Procedure details: A solution of compound 30 (20 mg, 0.05 mmole) and 1-acetyl piperazine (19.2 mg, 0.15 mmole) in toluene (1.0 ml) was stirred at 100° C. for five hours. Solvent was evaporated and the residue was purified on a 5-g silica gel cartridge eluting with EtOAc. The title compound 26 was obtained as a white solid. 11.2 mg, 45.8%. 1H-NMR (CDCl3, 300 MHz) δ 1.18 (d, J=7.0 Hz, 6H), 2.15(s, 3H), 3.49-3.62 (m, 7H) 3.74 (m, 2H), 6.89 (d, J=8.0 Hz, 1H), 7.15-7.21 (m, 2H), 7.39-7.41 (m, 2H), 7.52 (s, 1H), 7.58 (d... Starting materials: ClCCCCCCCC (1-chlorooctane), [Ca] (calcium), lithium 2-thienylcyanocuprate, [Ca] (calcium), C1(C=CCCC1)=O (2-cyclohexen-1-one). The solvent is [NH4+].[Cl-] (NH4Cl). Run at temperature -35 celsius. The product is organocalcium, C(CCCCCCC)C1CC(CCC1)=O (3-octylcyclohexanone). Yield: 87.0%. As a reaction SMILES: Cl[CH2:2][CH2:3][CH2:4][CH2:5][CH2:6][CH2:7][CH2:8][CH3:9].[Ca].[C:11]1(=[O:17])[CH2:16][CH2:15][CH2:14][CH:13]=[CH:12]1>[NH4+].[Cl-]>[CH2:2]([CH:13]1[CH2:14][CH2:15][CH2:16][C:11](=[O:17])[CH2:12]1)[CH2:3][CH2:4][CH2:5][CH2:6][CH2:7][CH2:8][CH3:9] |f:3.4|. Procedure details: The following experimental procedure is representative of the reactions set forth below in Table III. The organocalcium reagent (2.66 mmol) was prepared from 1-chlorooctane (395 mg, 2.66 mmol) and highly reactive calcium (3.10 mmol) as described above. An organocalcium cuprate reagent was prepared by adding lithium 2-thienylcyanocuprate (Aldrich Chemical Co., Milwaukee, Wis., 0.25M in THF, 14 mL, 3.50 mmol) to the calcium reagent via a syringe at -50° C. The reaction mixture was gradually warmed... Starting materials: ClCC(=O)NC1=C(C=CC(=C1)S(=O)(=O)C)C (2-Chloro-N-(2-methyl-5-methanesulphonylphenyl)acetamide), C(#N)C=1C=C(C=CC1)S(=O)(=O)N1[C@H](CNC[C@H]1C)C (cis-1-(3-Cyanobenzenesulphonyl)-2,6-dimethylpiperazine). Reported procedure: The title compound was prepared from the product of step (i) (0.14 g) and the product of Example 80 step (ii) by the method of Example 80 step (iii) as a white solid. Yield: 0.03 g Product: C(#N)C=1C=C(C=CC1)S(=O)(=O)N1[C@@H](CN(C[C@@H]1C)CC(=O)NC1=C(C=CC(=C1)S(=O)(=O)C)C)C (cis-2-[4-(3-Cyanobenzenesulphonyl)-3,5-dimethylpiperazin-1-yl]-N-(2-methyl-5-methanesulphonylphenyl)acetamide). Reaction SMILES: Cl[CH2:2][C:3]([NH:5][C:6]1[CH:11]=[C:10]([S:12]([CH3:15])(=[O:14])=[O:13])[CH:9]=[CH:8][C:7]=1[CH3:16])=[O:4].[C:17]([C:19]1[CH:20]=[C:21]([S:25]([N:28]2[C@H:33]([CH3:34])[CH2:32][NH:31][CH2:30][C@@H:29]2[CH3:35])(=[O:27])=[O:26])[CH:22]=[CH:23][CH:24]=1)#[N:18]>>[C:17]([C:19]1[CH:20]=[C:21]([S:25]([N:28]2[C@@H:33]([CH3:34])[CH2:32][N:31]([CH2:2][C:3]([NH:5][C:6]3[CH:11]=[C:10]([S:12]([CH3:15])(=[O:14])=[O:13])[CH:9]=[CH:8][C:7]=3[CH3:16])=[O:4])[CH2:30][C@H:29]2[CH3:35])(=[O:26])=[O:27])[CH:22]=[CH:23][CH:24]=1)#[N:18]. Starting materials: [Al+3], C1CCOC1, CCOC(=O)CCc1ccc(Cl)nc1, [H-], [H-], [H-], [H-], [Li+]. The product is OCCCc1ccc(Cl)nc1. RXN SMILES: [Al+3:2].[CH2:21]1[O:22][CH2:23][CH2:24][CH2:25]1.[Cl:7][c:8]1[n:9][cH:10][c:11]([CH2:14][CH2:15][C:16](=[O:17])[O:18][CH2:19][CH3:20])[cH:12][cH:13]1.[H-:1].[H-:4].[H-:5].[H-:6].[Li+:3]>>[Cl:7][c:8]1[n:9][cH:10][c:11]([CH2:14][CH2:15][CH2:16][OH:17])[cH:12][cH:13]1. The reactants are NC1=CC(=C(OC2=CC(=NC=C2)NC(=O)N2CCOCC2)C=C1)F (morpholine-4-carboxylic acid [4-(4-amino-2-fluorophenoxy)pyridin-2-yl]amide), C1(=CC=CC=C1)CC(=O)N=C=S (phenylacetyl isothiocyanate). Solvent: C(C)OCC (diethyl ether), CN(C=O)C (N,N-dimethylformamide). Conditions: time 22 hour. The product is FC1=C(OC2=CC(=NC=C2)NC(=O)N2CCOCC2)C=CC(=C1)NC(=S)NC(CC1=CC=CC=C1)=O (Morpholine-4-carboxylic acid {4-[2-fluoro-4-(3-phenylacetylthioureido)phenoxy]pyridin-2-yl}amide). The yield is 28.6%. RXN SMILES: [NH2:1][C:2]1[CH:23]=[CH:22][C:5]([O:6][C:7]2[CH:12]=[CH:11][N:10]=[C:9]([NH:13][C:14]([N:16]3[CH2:21][CH2:20][O:19][CH2:18][CH2:17]3)=[O:15])[CH:8]=2)=[C:4]([F:24])[CH:3]=1.[C:25]1([CH2:31][C:32]([N:34]=[C:35]=[S:36])=[O:33])[CH:30]=[CH:29][CH:28]=[CH:27][CH:26]=1>CN(C)C=O.C(OCC)C>[F:24][C:4]1[CH:3]=[C:2]([NH:1][C:35]([NH:34][C:32](=[O:33])[CH2:31][C:25]2[CH:26]=[CH:27][CH:28]=[CH:29][CH:30]=2)=[S:36])[CH:23]=[CH:22][C:5]=1[O:6][C:7]1[CH:12]=[CH:11][N:10]=[C:9]([NH:13][C:14]([N:16]2[CH2:17][CH2:18][O:19][CH2:20][CH2:21]2)=[O:15])[CH:8]=1. Reported procedure: To a solution of morpholine-4-carboxylic acid [4-(4-amino-2-fluorophenoxy)pyridin-2-yl]amide (50 mg) in N,N-dimethylformamide (1.0 ml) was added phenylacetyl isothiocyanate (42 mg), followed by stirring at room temperature for 22 hrs. The reaction mixture was partitioned between ethyl acetate and water. The organic layer was washed with brine, and dried over anhydrous sodium sulfate. The solvent was evaporated to give a residue, which was then purified by silica gel column chromatography (eluent... The reactants are C1CCOC1, CC(C)(C)[O-], Clc1ncc2c(n1)CCCC2, [K+], CC(C)(C)ON=O. Product: ON=C1CCCc2cnc(Cl)nc21. As a reaction SMILES: [CH2:25]1[O:26][CH2:27][CH2:28][CH2:29]1.[CH3:12][C:13]([CH3:14])([O-:15])[CH3:16].[Cl:1][c:2]1[n:3][c:4]2[c:9]([cH:10][n:11]1)[CH2:8][CH2:7][CH2:6][CH2:5]2.[K+:17].[N:18](=[O:19])[O:20][C:21]([CH3:22])([CH3:23])[CH3:24]>>[Cl:1][c:2]1[n:3][c:4]2[c:9]([cH:10][n:11]1)[CH2:8][CH2:7][CH2:6][C:5]2=[N:18][OH:19].